This data is from the Open Reaction Database (ORD), a public repository of structured organic reaction records. The task is: describe an organic reaction: reactants, conditions, products, and yield Starting materials: C(=O)(O)C=1NC2=CC=CC=C2C1 (2-carboxyindole), S(O)(O)(=O)=O (sulfuric acid), C(C)O (ethanol). The product is C(C)OC(=O)C=1NC2=CC=CC=C2C1 (2-Ethoxycarbonylindole). Reaction SMILES: [C:1]([C:4]1[NH:5][C:6]2[C:11]([CH:12]=1)=[CH:10][CH:9]=[CH:8][CH:7]=2)([OH:3])=[O:2].S(=O)(=O)(O)O.[CH2:18](O)[CH3:19]>>[CH2:18]([O:2][C:1]([C:4]1[NH:5][C:6]2[C:11]([CH:12]=1)=[CH:10][CH:9]=[CH:8][CH:7]=2)=[O:3])[CH3:19]. Reaction conditions: time 8 hour. Procedure: Heat 5 kg of 2-carboxyindole suspended in ethanol in the presence of sulfuric acid to boiling for 8 hours. Evaporate off the ethanol, then take up with 40 liters of ethyl acetate and wash the organic solution with an aqueous sodium hydroxide solution and dry.